This data is from the Open Reaction Database (ORD), a public repository of structured organic reaction records. The task is: describe an organic reaction: reactants, conditions, products, and yield Starting materials: CC1=CC(=NN1C1OCCCC1)NC(C)=O (N-(5-methyl-1-(tetrahydro-2H-pyran-2-yl)-1H-pyrazol-3-yl)acetamide), [OH-].[K+] (potassium hydroxide), CCO.O (EtOH H2O). Product: C1(=C(C=CC=C1)C1=CC(=NN1C1OCCCC1)N)C (5-tolyl-1-(tetrahydro-2H-pyran-2-yl)-1H-pyrazol-3-amine). Reaction SMILES: [CH3:1][C:2]1[N:6]([CH:7]2[CH2:12][CH2:11][CH2:10][CH2:9][O:8]2)[N:5]=[C:4]([NH:13]C(=O)C)[CH:3]=1.[OH-].[K+].[CH3:19][CH2:20]O.O>>[C:20]1([CH3:19])[CH:4]=[CH:3][CH:2]=[CH:1][C:1]=1[C:2]1[N:6]([CH:7]2[CH2:12][CH2:11][CH2:10][CH2:9][O:8]2)[N:5]=[C:4]([NH2:13])[CH:3]=1 |f:1.2,3.4|. Reported procedure: Crude N-(5-methyl-1-(tetrahydro-2H-pyran-2-yl)-1H-pyrazol-3-yl)acetamide (28.86 mmol) was dissolved in EtOH/H2O (2:3, 100 mL) together with potassium hydroxide (11 g, 202 mmol) and was refluxed for 16 hrs. The reaction mixture was concentrated and then extracted with CHCl3. The combined organic layers were washed with brine and dried over Na2SO4. Solvent evaporation and purification by silica gel column chromatography (PE-EtOAc, 7:3 to 3:7) gave 5-tolyl-1-(tetrahydro-2H-pyran-2-yl)-1H-pyrazol-3-... Reactants: C(=O)([O-])[O-].[K+].[K+] (K2CO3), C(C)(=O)OCCCC1=CC(=NC=C1)C#N (3-(2-cyanopyridin-4-yl)propyl acetate). Solvent: O (H2O), CO (MeOH). Conditions: time 25 minute. Yields the product OCCCC1=CC(=NC=C1)C#N (4-(3-hydroxypropyl)pyridine-2-carbonitrile). Reaction SMILES: C([O-])([O-])=O.[K+].[K+].C([O:10][CH2:11][CH2:12][CH2:13][C:14]1[CH:19]=[CH:18][N:17]=[C:16]([C:20]#[N:21])[CH:15]=1)(=O)C>O.CO>[OH:10][CH2:11][CH2:12][CH2:13][C:14]1[CH:19]=[CH:18][N:17]=[C:16]([C:20]#[N:21])[CH:15]=1 |f:0.1.2|. Procedure details: A solution of K2CO3 (1.67 g, 12.1 mmol) in H2O (30 ml) was added to a stirred solution of 3-(2-cyanopyridin-4-yl)propyl acetate (4.94 g, 24.2 mmol) in MeOH (130 ml). After 25 min, the MeOH was removed under reduced pressure, then the aqueous phase was extracted three times with EtOAc. The combined organic extracts were dried (MgSO4), filtered, and concentrated to give a residue that was purified by column chromatography (IH-EtOAc, 1:3) to furnish 4-(3-hydroxypropyl)pyridine-2-carbonitrile: m/z (...